Dataset: the Open Reaction Database (ORD), a public repository of structured organic reaction records. Task: describe an organic reaction: reactants, conditions, products, and yield Reactants: CON=CCCC1=CC(=C(C=C1)Cl)Cl (3-(3,4-dichlorophenyl)-propionaldehyde O-methyloxime), C(#N)[BH3-].[Na+] (sodium cyanoborohydride), compound 3-B. The product is ClC=1C=C(C=CC1Cl)CCCNOC (N-[3-(3,4-Dichlorophenyl)-propyl]-O-methyl-hydroxylamine). Yield: 48.0%. RXN SMILES: [CH3:1][O:2][N:3]=[CH:4][CH2:5][CH2:6][C:7]1[CH:12]=[CH:11][C:10]([Cl:13])=[C:9]([Cl:14])[CH:8]=1.C([BH3-])#N.[Na+]>>[Cl:14][C:9]1[CH:8]=[C:7]([CH2:6][CH2:5][CH2:4][NH:3][O:2][CH3:1])[CH:12]=[CH:11][C:10]=1[Cl:13] |f:1.2|. Reported procedure: Reduction of 3-(3,4-dichlorophenyl)-propionaldehyde O-methyloxime with sodium cyanoborohydride as described in the preparation of compound 3-B gave the title hydroxylamine as a clear oil after chromatography on silica gel and distillation in vacuo (48% yield): bp 75-80° C./0.3 torr (bulb to bulb distillation, air bath temperature). 1HNMR 400 MHz (CHCl3) δ (ppm): 1.81 (2H, m, CH2), 2.63 (2H, t, J=7.8 Hz, CH2), 2.90 (2H, t, J=7.1 Hz, CH2), 3.52 (3H, s, OCH3), 5.55 (broad, NH), 7.01 (1H, dd, J=2.0 ... The reactants are ClC1=CC=C(C=O)C=C1 (p-Chlorobenzaldehyde), ClC1=C(CC(CCC(=O)O)(C(C)=O)C2=CC=CC=C2)C=CC(=C1)Cl (4-(2,4-dichlorobenzyl)-4-phenyl-5-oxohexanoic acid), [OH-].[Na+] (sodium hydroxide). The solvent is C(C)O (ethanol), O (water), O (water). Yields the product ClC1=C(CC(CCC(=O)O)(C(C=CC2=CC=C(C=C2)Cl)=O)C2=CC=CC=C2)C=CC(=C1)Cl (4-(2,4-Dichlorobenzyl)-4-phenyl-5-oxo-7-(p-chlorophenyl)-6-heptenoic Acid). As a reaction SMILES: [Cl:1][C:2]1[CH:9]=[CH:8][C:5]([CH:6]=O)=[CH:4][CH:3]=1.[Cl:10][C:11]1[CH:32]=[C:31]([Cl:33])[CH:30]=[CH:29][C:12]=1[CH2:13][C:14]([C:23]1[CH:28]=[CH:27][CH:26]=[CH:25][CH:24]=1)([C:20](=[O:22])[CH3:21])[CH2:15][CH2:16][C:17]([OH:19])=[O:18].[OH-].[Na+]>C(O)C.O>[Cl:10][C:11]1[CH:32]=[C:31]([Cl:33])[CH:30]=[CH:29][C:12]=1[CH2:13][C:14]([C:23]1[CH:24]=[CH:25][CH:26]=[CH:27][CH:28]=1)([C:20](=[O:22])[CH:21]=[CH:6][C:5]1[CH:8]=[CH:9][C:2]([Cl:1])=[CH:3][CH:4]=1)[CH2:15][CH2:16][C:17]([OH:19])=[O:18] |f:2.3|. Procedure details: p-Chlorobenzaldehyde (3.5 g., 0.025 mole) in ethanol (10 ml.) is added to a solution of 4-(2,4-dichlorobenzyl)-4-phenyl-5-oxohexanoic acid (5.48 g., 0.015 mole) and sodium hydroxide (0.80 g., 0.03 mole) in water (50 ml.). The resulting mixture is heated on a steam bath for 24 hours. Then the reaction solution is cooled to room temperature, diluted with water (200 ml.) and extracted with ether to remove the excess p-chlorobenzaldehyde. The aqueous phase is then acidified with dilute hydrochloric ... The reactants are C[O-], CCOC(C)=O, N#Cc1ncc(Cl)cc1Cl, [Na+], CN(C)C=O, O. Product: COc1cnc(C#N)c(Cl)c1. Reaction SMILES: [CH3:11][O-:12].[CH3:19][CH2:20][O:21][C:22](=[O:23])[CH3:24].[Cl:1][c:2]1[c:3]([C:9]#[N:10])[n:4][cH:5][c:6]([Cl:8])[cH:7]1.[Na+:13].[O:14]=[CH:15][N:16]([CH3:17])[CH3:18].[OH2:25]>>[Cl:1][c:2]1[c:3]([C:9]#[N:10])[n:4][cH:5][c:6]([O:12][CH3:11])[cH:7]1. The reactants are c1cc(c(cc1F)OC2CCN(CC2)c3cc(on3)c4nnn(n4)CC(=O)O)Br, C1CCNCC1. Reagents/catalysts: [O-]P(=O)([O-])[O-].[K+].[K+].[K+], [Cu]I, Cc1cccc(c1NC(=O)C(=O)O)C. Run in CS(=O)C, CS(=O)C. Conditions: temperature 80 celsius, time 18 hour. Yields the product c1cc(c(cc1F)OC2CCN(CC2)c3cc(on3)c4nnn(n4)CC(=O)O)N5CCCCC5. The yield is 0.0%. Starting materials: BrCCN1N=C(C=2NC=3C=C(C=CC3C(C2C1=O)=O)Cl)O (2-(2-Bromoethyl)-7-chloro-4-hydroxy-1,2,5,10-tetrahydropyridazino[4,5-b]quinoline-1,10-dione), COC1=CC=C(C=C1)N (p-anisidine), CCOCC (ether). The solvent is CN(C)C=O (DMF). Reaction conditions: time 2 hour. The product is ClC=1C=CC=2C(C3=C(NC2C1)C(=NN(C3=O)CCNC3=CC=C(C=C3)OC)O)=O (7-Chloro-4-hydroxy-2-[2-(4-methoxyanilino)ethyl]-1,2,5,10-tetrahydropyridazino[4,5-b]quinoline-1,10-dione). Isolated yield 60.0%. As a reaction SMILES: Br[CH2:2][CH2:3][N:4]1[C:17](=[O:18])[C:16]2[C:15](=[O:19])[C:14]3[CH:13]=[CH:12][C:11]([Cl:20])=[CH:10][C:9]=3[NH:8][C:7]=2[C:6]([OH:21])=[N:5]1.[CH3:22][O:23][C:24]1[CH:29]=[CH:28][C:27]([NH2:30])=[CH:26][CH:25]=1.CCOCC>CN(C=O)C>[Cl:20][C:11]1[CH:12]=[CH:13][C:14]2[C:15](=[O:19])[C:16]3[C:17](=[O:18])[N:4]([CH2:3][CH2:2][NH:30][C:27]4[CH:28]=[CH:29][C:24]([O:23][CH3:22])=[CH:25][CH:26]=4)[N:5]=[C:6]([OH:21])[C:7]=3[NH:8][C:9]=2[CH:10]=1. Reported procedure: 2-(2-Bromoethyl)-7-chloro-4-hydroxy-1,2,5,10-tetrahydropyridazino[4,5-b]quinoline-1,10-dione (1.00 g, 2.7 mM, prepared in Example 4a. and p-anisidine (1.33 g, 10.8 mM) were stirred and heated to reflux in DMF (20 mL) for 1.5 hours to give a brown solution. The solution was cooled to room temperature and ether (80 mL) was added to give a dark suspension. The suspension was stirred for two hours and filtered. The collected solids were washed with ether (150 mL) to give the title compound as a tan ... Reactants: CsCO3, COC(C1=C(C=C(C=C1)NC(=O)OC(C)(C)C)[N+](=O)[O-])=O (4-tert-Butoxycarbonylamino-2-nitro-benzoic acid methyl ester), C(C1=CC=CC=C1)Br (benzyl bromide). The solvent is CN(C)C=O (DMF). Run at time 12 hour. Product: COC(C1=C(C=C(C=C1)N(C(=O)OC(C)(C)C)CC1=CC=CC=C1)N)=O (2-Amino-4-(benzyl-tert-butoxycarbonyl-amino)-benzoic acid methyl ester). The yield is 57.5%. Reaction SMILES: [CH3:1][O:2][C:3](=[O:21])[C:4]1[CH:9]=[CH:8][C:7]([NH:10][C:11]([O:13][C:14]([CH3:17])([CH3:16])[CH3:15])=[O:12])=[CH:6][C:5]=1[N+:18]([O-])=O.[CH2:22](Br)[C:23]1[CH:28]=[CH:27][CH:26]=[CH:25][CH:24]=1>CN(C=O)C>[CH3:1][O:2][C:3](=[O:21])[C:4]1[CH:9]=[CH:8][C:7]([N:10]([CH2:22][C:23]2[CH:28]=[CH:27][CH:26]=[CH:25][CH:24]=2)[C:11]([O:13][C:14]([CH3:17])([CH3:16])[CH3:15])=[O:12])=[CH:6][C:5]=1[NH2:18]. Reported procedure: To a suspension of CsCO3 (4.9 g, 15 mmoles) and (4-tert-Butoxycarbonylamino-2-nitro-benzoic acid methyl ester (2.96 g, 10 mmoles) in anhydrous DMF (100 mL) was added benzyl bromide (2.57 g, 15 mmoles) and the resulting mixture was stirred at room temperature for 12 hrs. The reaction mixture was filtered, concentrated, diluted with ethyl acetate, and washed with 5% citric acid, saturated NaHCO3 solution and water. The organic phase was hydrogenated over 10% Pd/C in EtOAc. After 12 hr, the mixture... Starting materials: [OH-].[Na+] (sodium hydroxide), COC=1N=C2C(=CC=NC2=CC1)NC(=O)C1CCNCC1 (piperidine-4carboxylic acid (6-methoxy-[1,5]naphthyridin-4-yl)-amide), C(=C)C1=NC2=CC=CC=C2N=C1 (2-Vinyl-quinoxaline), C(C)(=O)O (acetic acid). Run in C(C)O (ethanol). Product: COC=1N=C2C(=CC=NC2=CC1)NC(=O)C1CCN(CC1)CCC1=NC2=CC=CC=C2N=C1 (1-(2-Quinoxalin-2-yl-ethyl)piperidine-4-carboxylic acid (6-methoxy-[1,5]naphthyridin-4-yl)-amide). The yield is 12.9%. Reaction SMILES: [CH3:1][O:2][C:3]1[N:4]=[C:5]2[C:10](=[CH:11][CH:12]=1)[N:9]=[CH:8][CH:7]=[C:6]2[NH:13][C:14]([CH:16]1[CH2:21][CH2:20][NH:19][CH2:18][CH2:17]1)=[O:15].[CH:22]([C:24]1[CH:33]=[N:32][C:31]2[C:26](=[CH:27][CH:28]=[CH:29][CH:30]=2)[N:25]=1)=[CH2:23].C(O)(=O)C.[OH-].[Na+]>C(O)C>[CH3:1][O:2][C:3]1[N:4]=[C:5]2[C:10](=[CH:11][CH:12]=1)[N:9]=[CH:8][CH:7]=[C:6]2[NH:13][C:14]([CH:16]1[CH2:21][CH2:20][N:19]([CH2:23][CH2:22][C:24]2[CH:33]=[N:32][C:31]3[C:26](=[CH:27][CH:28]=[CH:29][CH:30]=3)[N:25]=2)[CH2:18][CH2:17]1)=[O:15] |f:3.4|. Reported procedure: A mixture of amine (1f) (0.403 g, 1.4 mmol), 2-vinyl-quinoxaline (b), (0.22 g, 1.4 mmol), acetic acid (0.1 ml) and ethanol (5.2 ml) was heated under reflux for 6 hours. The mixture was then made basic with aqueous sodium hydroxide and extracted with ethyl acetate. The organic phase was washed with water, dried over magnesium sulfate and concentrated. The residue was chromatographed on silica gel eluting with dichloromethane-methanol (99-1). After evaporation the residue was triturated with a sma...